From a dataset of the Open Reaction Database (ORD), a public repository of structured organic reaction records. describe an organic reaction: reactants, conditions, products, and yield The reactants are C(C)(C)(C)OC(N[C@H](C(=O)N1CCC(CC1)O)CC1=CC=CC=C1)=O ((S)-[1-Benzyl-2-(4-hydroxy-piperidin-1-yl)-2-oxo-ethyl]-carbamic acid tert-butyl ester), Cl.O1CCOCC1 (HCl dioxane). Reaction conditions: temperature 25 celsius, time 1 hour. Product: Cl.N[C@H](C(=O)N1CCC(CC1)O)CC1=CC=CC=C1 ((S)-2-Amino-1-(4-hydroxy-piperidin-1-yl)-3-phenyl-propan-1-one hydrochloride). Reaction SMILES: C(OC(=O)[NH:7][C@@H:8]([CH2:18][C:19]1[CH:24]=[CH:23][CH:22]=[CH:21][CH:20]=1)[C:9]([N:11]1[CH2:16][CH2:15][CH:14]([OH:17])[CH2:13][CH2:12]1)=[O:10])(C)(C)C.[ClH:26].O1CCOCC1>>[ClH:26].[NH2:7][C@@H:8]([CH2:18][C:19]1[CH:20]=[CH:21][CH:22]=[CH:23][CH:24]=1)[C:9]([N:11]1[CH2:16][CH2:15][CH:14]([OH:17])[CH2:13][CH2:12]1)=[O:10] |f:1.2,3.4|. Procedure: (S)-[1-Benzyl-2-(4-hydroxy-piperidin-1-yl)-2-oxo-ethyl]-carbamic acid tert-butyl ester (3.66 g, 10.5 mmol) was dissolved in 4M HCl-dioxane (39 mL) at 0° C. The mixture was stirred at 25° C. for 1 hour, concentrated and the residue triturated with ether. Yield 3.06 g, 102%. Starting materials: C12C(C3CC(CC(C1)C3)C2)NC(=O)C=2C=NN(C2Cl)C (5-chloro-1-methyl-1H-pyrazole-4-carboxylic acid adamantan-2-ylamide), OC1CCNCC1 (4-hydroxypiperidine). Yields the product C12C(C3CC(CC(C1)C3)C2)NC(=O)C=2C=NN(C2N2CCC(CC2)O)C (5-(4-Hydroxy-piperidin-1-yl)-1-methyl-1H-pyrazole-4-carboxylic acid adamantan-2-ylamide). As a reaction SMILES: [CH:1]12[CH2:10][CH:5]3[CH2:6][CH:7]([CH2:9][CH:3]([CH2:4]3)[CH:2]1[NH:11][C:12]([C:14]1[CH:15]=[N:16][N:17]([CH3:20])[C:18]=1Cl)=[O:13])[CH2:8]2.[OH:21][CH:22]1[CH2:27][CH2:26][NH:25][CH2:24][CH2:23]1>>[CH:1]12[CH2:10][CH:5]3[CH2:6][CH:7]([CH2:9][CH:3]([CH2:4]3)[CH:2]1[NH:11][C:12]([C:14]1[CH:15]=[N:16][N:17]([CH3:20])[C:18]=1[N:25]1[CH2:26][CH2:27][CH:22]([OH:21])[CH2:23][CH2:24]1)=[O:13])[CH2:8]2. Reported procedure: Heating a mixture of 5-chloro-1-methyl-1H-pyrazole-4-carboxylic acid adamantan-2-ylamide (Example 5, 88 mg; 0.30 mmol) and 4-hydroxypiperidine (0.31 mL; 3.0 mmol) under microwave irradiation according to the procedure described for Example 14 provided after purification by reverse phase HPLC, 5-(4-hydroxy-piperidin-1-yl)-1-methyl-1H-pyrazole-4-carboxylic acid adamantan-2-ylamide (87 mg, 81%) as an off-white powder. ES-HRMS m/e calcd for C20H31N4O2 (M+H+) 359.2442, found 359.2437.